From a dataset of the Open Reaction Database (ORD), a public repository of structured organic reaction records. describe an organic reaction: reactants, conditions, products, and yield The solvent is P(=O)(OC)(OC)OC (trimethyl phosphate), P(=O)(OC)(OC)OC (trimethyl phosphate). Starting materials: BrBr (bromine), S(=O)(O)[O-].[Na+] (sodium hydrogensulfite), IC1=CC=2CCC3=CC=CC=C3C2C=C1 (2-iodo-9,10-dihydrophenanthrene), ice water, BrBr (bromine). Procedure details: 9.5 g (27.9 mmol) of 2-iodo-9,10-dihydrophenanthrene are dissolved in 40 ml of trimethyl phosphate, and a solution of 2 ml (39 mmol) of bromine in 10 ml of trimethyl phosphate is added dropwise at 20° C. After 90 min, the batch is added to ice-water, excess bromine is reduced by addition of sodium hydrogensulfite soln., and the precipitated product is filtered off with suction, taken up in toluene, washed with sat. sodium hydrogen-carbonate soln. and dried over sodium sulfate. The solvent is rem... The product is BrC1=CC=2CCC3=CC(=CC=C3C2C=C1)I (2-bromo-7-iodo-9,10-dihydrophenanthrene). RXN SMILES: [I:1][C:2]1[CH:15]=[CH:14][C:13]2[C:12]3[C:7](=[CH:8][CH:9]=[CH:10][CH:11]=3)[CH2:6][CH2:5][C:4]=2[CH:3]=1.[Br:16]Br.S([O-])(O)=O.[Na+]>P(OC)(OC)(OC)=O>[Br:16][C:9]1[CH:10]=[CH:11][C:12]2[C:13]3[C:4](=[CH:3][C:2]([I:1])=[CH:15][CH:14]=3)[CH2:5][CH2:6][C:7]=2[CH:8]=1 |f:2.3|. Conditions: time 90 minute. The reactants are O[C@H](CN1C(C2=C(CC1)NC(=C2C)C=O)=O)CN2CCOCC2 ((S)-5-(2-hydroxy-3-morpholin-4-yl-propyl)-3-methyl-4-oxo-4,5,6,7-tetrahydro-1H-pyrrolo[3,2-c]pyridine-2-carbaldehyde), BrC=1C=C2CC(NC2=CC1)=O (5-bromo-1,3-dihydro-indol-2-one). Product: BrC=1C=C2/C(/C(NC2=CC1)=O)=C/C1=C(C=2C(N(CCC2N1)C[C@H](CN1CCOCC1)O)=O)C ((S,Z)-2-(5-bromo-2-oxo-1,2-dihydro-indol-3-ylidenemethyl)-5-(2-hydroxy-3-morpholin-4-yl-propyl)-3-methyl-1,5,6,7-tetrahydro-pyrrolo[3,2-c]pyridin-4-one). Isolated yield 78.0%. Reaction SMILES: [OH:1][C@@H:2]([CH2:17][N:18]1[CH2:23][CH2:22][O:21][CH2:20][CH2:19]1)[CH2:3][N:4]1[CH2:9][CH2:8][C:7]2[NH:10][C:11]([CH:14]=O)=[C:12]([CH3:13])[C:6]=2[C:5]1=[O:16].[Br:24][C:25]1[CH:26]=[C:27]2[C:31](=[CH:32][CH:33]=1)[NH:30][C:29](=[O:34])[CH2:28]2>>[Br:24][C:25]1[CH:26]=[C:27]2[C:31](=[CH:32][CH:33]=1)[NH:30][C:29](=[O:34])/[C:28]/2=[CH:14]\[C:11]1[NH:10][C:7]2[CH2:8][CH2:9][N:4]([CH2:3][C@@H:2]([OH:1])[CH2:17][N:18]3[CH2:19][CH2:20][O:21][CH2:22][CH2:23]3)[C:5](=[O:16])[C:6]=2[C:12]=1[CH3:13]. Reported procedure: The title compound was prepared under the same conditions as described in step 6 of Example 5 with (S)-5-(2-hydroxy-3-morpholin-4-yl-propyl)-3-methyl-4-oxo-4,5,6,7-tetrahydro-1H-pyrrolo[3,2-c]pyridine-2-carbaldehyde 5f obtained from step 5 of Example 5 and 5-bromo-1,3-dihydro-indol-2-one as starting materials to give (S,Z)-2-(5-bromo-2-oxo-1,2-dihydro-indol-3-ylidenemethyl)-5-(2-hydroxy-3-morpholin-4-yl-propyl)-3-methyl-1,5,6,7-tetrahydro-pyrrolo[3,2-c]pyridin-4-one 8 (49 mg, yield 78%) as a yel... Reactants: C(C)(=O)OCC (ethyl acetate), C[O-].[Na+] (sodium methylate), CO (methanol), BrC=1C=C(CBr)C=CC1 (3-bromobenzyl bromide). Product: BrC=1C=C(CC(C(=O)OC)C(=O)C)C=CC1 (methyl 2-(3-bromobenzyl)acetoacetate). Yield: 80.0%. RXN SMILES: [C:1]([O:4][CH2:5]C)(=[O:3])[CH3:2].[CH3:7][O-:8].[Na+].[Br:10][C:11]1[CH:12]=[C:13]([CH:16]=[CH:17][CH:18]=1)[CH2:14]Br.[CH3:19]O>>[Br:10][C:11]1[CH:12]=[C:13]([CH:16]=[CH:17][CH:18]=1)[CH2:14][CH:2]([C:7]([CH3:19])=[O:8])[C:1]([O:4][CH3:5])=[O:3] |f:1.2|. Procedure: 58 g (0.5 mol) of ethyl acetate are rapidly added dropwise to a solution of 13.5 g (0.25 mol) of sodium methylate in 100 ml of methanol, at 30°-35° C. After the mixture is stirred for a short while (20 minutes), 50 g (0.25 mol) of 3-bromobenzyl bromide are added dropwise at 30° C. After the exothermic reaction has ceased, the mixture is heated at the boil for another 4 hours, and the solvent is subsequently distilled off. The residue is treated with 200 ml of water, and the mixture is extracted ... Starting materials: COC(C1=C(N=C(C=C1NC(CC)CC)C)OC1=C(C=C(C=C1)Cl)OC)=O (2-(4-chloro-2-methoxy-phenoxy)-4-(1-ethyl-propylamino)-6-methyl-nicotinic acid methyl ester), B(Br)(Br)Br (BBr3). Solvent: C(Cl)Cl (methylene chloride). Yields the product COC(C1=C(N=C(C=C1NC(CC)CC)C)OC1=C(C=C(C=C1)Cl)O)=O (2-(4-Chloro-2-hydroxy-phenoxy)-4-(1-ethyl-propylamino)-6-methyl-nicotinic acid methyl ester). RXN SMILES: [CH3:1][O:2][C:3](=[O:27])[C:4]1[C:9]([NH:10][CH:11]([CH2:14][CH3:15])[CH2:12][CH3:13])=[CH:8][C:7]([CH3:16])=[N:6][C:5]=1[O:17][C:18]1[CH:23]=[CH:22][C:21]([Cl:24])=[CH:20][C:19]=1[O:25]C.B(Br)(Br)Br>C(Cl)Cl>[CH3:1][O:2][C:3](=[O:27])[C:4]1[C:9]([NH:10][CH:11]([CH2:12][CH3:13])[CH2:14][CH3:15])=[CH:8][C:7]([CH3:16])=[N:6][C:5]=1[O:17][C:18]1[CH:23]=[CH:22][C:21]([Cl:24])=[CH:20][C:19]=1[OH:25]. Procedure details: The title compound was prepared by reacting 2-(4-chloro-2-methoxy-phenoxy)-4-(1-ethyl-propylamino)-6-methyl-nicotinic acid methyl ester with BBr3 in methylene chloride at rt until all starting material was consumed. Standard work-up procedure gave the title compound. Starting materials: CC(C)=O, CC1(C)COC2(CCC(Oc3ccc(C#N)cn3)CC2)OC1, Cl. Yields the product N#Cc1ccc(OC2CCC(=O)CC2)nc1. As a reaction SMILES: [CH3:24][C:25](=[O:26])[CH3:27].[CH3:2][C:3]1([CH3:4])[CH2:7][O:8][C:6]2([O:5][CH2:23]1)[CH2:9][CH2:10][CH:11]([O:14][c:15]1[n:16][cH:17][c:18]([C:19]#[N:20])[cH:21][cH:22]1)[CH2:12][CH2:13]2.[ClH:1]>>[O:5]=[C:6]1[CH2:9][CH2:10][CH:11]([O:14][c:15]2[n:16][cH:17][c:18]([C:19]#[N:20])[cH:21][cH:22]2)[CH2:12][CH2:13]1. Reactants: C1CCOC1, Cc1c(I)cnn1CC1COC(C)(C)O1, COB1OC(C)(C)C(C)(C)O1, CC(C)[Mg+], [Cl-], [Cl-], [NH4+]. Yields the product Cc1c(B2OC(C)(C)C(C)(C)O2)cnn1CC1COC(C)(C)O1. RXN SMILES: [CH2:16]1[O:17][CH2:18][CH2:19][CH2:20]1.[CH3:1][C:2]1([CH3:15])[O:3][CH2:4][CH:5]([CH2:7][n:8]2[n:9][cH:10][c:11]([I:14])[c:12]2[CH3:13])[O:6]1.[CH3:26][O:27][B:28]1[O:29][C:30]([CH3:35])([CH3:36])[C:31]([CH3:33])([CH3:34])[O:32]1.[CH:22]([Mg+:23])([CH3:24])[CH3:25].[Cl-:21].[Cl-:37].[NH4+:38]>>[CH3:1][C:2]1([CH3:15])[O:3][CH2:4][CH:5]([CH2:7][n:8]2[n:9][cH:10][c:11]([B:28]3[O:29][C:30]([CH3:35])([CH3:36])[C:31]([CH3:33])([CH3:34])[O:32]3)[c:12]2[CH3:13])[O:6]1. Reactants: IC1=CC=C(C=C1)I (1,4-Diiodobenzene), IC1=CC=C(C=C1)I (1,4-diiodobenzene), C12N(CC(NC1)C2)C(=O)OC(C)(C)C (tert-butyl 2,5-diazabicyclo[2.2.1]heptane-2-carboxylate), C1=CC=C2C(=C1)C=CC(=C2C3=C(C=CC4=CC=CC=C43)O)O (1,1′-bi-2-naphthol), P(=O)([O-])([O-])[O-].[K+].[K+].[K+] (tripotassium phosphate). The reagents and catalysts are [Cu]I (copper (I) iodide). Run in CN(C=O)C (N,N-dimethylformamide). Conditions: temperature 80 celsius, time 2 day. Product: IC1=CC=C(C=C1)N1C2CN(C(C1)C2)C(=O)OC(C)(C)C (tert-butyl 5-(4-iodophenyl)-2,5-diazabicyclo[2.2.1]heptane-2-carboxylate). Yield: 33.1%. As a reaction SMILES: I[C:2]1[CH:7]=[CH:6][C:5]([I:8])=[CH:4][CH:3]=1.[CH:9]12[CH2:15][CH:12]([NH:13][CH2:14]1)[CH2:11][N:10]2[C:16]([O:18][C:19]([CH3:22])([CH3:21])[CH3:20])=[O:17].C1C=C2C=CC(O)=C(C3C4C(=CC=CC=4)C=CC=3O)C2=CC=1.P([O-])([O-])([O-])=O.[K+].[K+].[K+]>[Cu]I.CN(C)C=O>[I:8][C:5]1[CH:6]=[CH:7][C:2]([N:13]2[CH2:14][CH:9]3[CH2:15][CH:12]2[CH2:11][N:10]3[C:16]([O:18][C:19]([CH3:22])([CH3:21])[CH3:20])=[O:17])=[CH:3][CH:4]=1 |f:3.4.5.6|. Reported procedure: A mixture of 1,4-diiodobenzene (9.98 g, 30.3 mmol), tert-butyl 2,5-diazabicyclo[2.2.1]heptane-2-carboxylate (2.0 g, 10.1 mmol), copper (I) iodide (434 mg, 3.03 mmol), 1,1′-bi-2-naphthol (867 mg, 3.03 mg), tripotassium phosphate (5.14 g, 24.2 mmol) and anhydrous N,N-dimethylformamide (50 ml) was stirred at 80° C. for 2 days. 1,4-Diiodobenzene (3.33 g, 10.1 mmol) was added, and the mixture was stirred at 90° C. overnight. After cooling to room temperature, the mixture was filtered through Celite, ...